Dataset: the Open Reaction Database (ORD), a public repository of structured organic reaction records. Task: describe an organic reaction: reactants, conditions, products, and yield Reactants: CC1(c2ccc3cc(OC4CCC(C(C)(C)C)CC4)ccc3c2)COC(=O)N1, ClCCl, [Cl-], [Cl-], [Cl-], [Cl-], O=C1CCC(=O)N1I, [Zr+4]. Product: CC1(c2ccc3c(I)c(OC4CCC(C(C)(C)C)CC4)ccc3c2)COC(=O)N1. RXN SMILES: [C:1]([CH3:2])([CH3:3])([CH3:4])[CH:5]1[CH2:6][CH2:7][CH:8]([O:11][c:12]2[cH:13][c:14]3[cH:15][cH:16][c:17]([C:22]4([CH3:28])[NH:23][C:24](=[O:27])[O:25][CH2:26]4)[cH:18][c:19]3[cH:20][cH:21]2)[CH2:9][CH2:10]1.[CH2:29]([Cl:30])[Cl:31].[Cl-:40].[Cl-:41].[Cl-:42].[Cl-:43].[I:32][N:33]1[C:34](=[O:35])[CH2:36][CH2:37][C:38]1=[O:39].[Zr+4:44]>>[C:1]([CH3:2])([CH3:3])([CH3:4])[CH:5]1[CH2:6][CH2:7][CH:8]([O:11][c:12]2[c:13]([I:32])[c:14]3[cH:15][cH:16][c:17]([C:22]4([CH3:28])[NH:23][C:24](=[O:27])[O:25][CH2:26]4)[cH:18][c:19]3[cH:20][cH:21]2)[CH2:9][CH2:10]1. The reactants are C=O (formaldehyde), C(O)([O-])=O.[Na+] (sodium hydrogen carbonate), [Br-].O(C1=CC=CC=C1)CC(=O)N[C@H]1[C@@H]2N(C(=C(CS2)C[P+](C2=CC=CC=C2)(C2=CC=CC=C2)C2=CC=CC=C2)C(=O)OCC(Cl)(Cl)Cl)C1=O ([7β-phenoxyacetamido-4-(2,2,2-trichloroethoxycarbonyl) ceph-3-em-3-ylmethyl]-triphenylphosphonium bromide). Run in C(Cl)Cl (methylene chloride). Run at time 2 hour. The product is O(C1=CC=CC=C1)CC(=O)N[C@H]1[C@@H]2N(C(=C(CS2)C=C)C(=O)OCC(Cl)(Cl)Cl)C1=O (2,2,2-Trichloroethyl 7β-Phenoxyacetamido-3-vinylceph-3-em-4-carboxylate). Isolated yield 17.0%. Reaction SMILES: C=O.[C:3](=O)([O-])O.[Na+].[Br-].[O:9]([CH2:16][C:17]([NH:19][C@@H:20]1[C:55](=[O:56])[N:22]2[C:23]([C:47]([O:49][CH2:50][C:51]([Cl:54])([Cl:53])[Cl:52])=[O:48])=[C:24]([CH2:27][P+](C3C=CC=CC=3)(C3C=CC=CC=3)C3C=CC=CC=3)[CH2:25][S:26][C@H:21]12)=[O:18])[C:10]1[CH:15]=[CH:14][CH:13]=[CH:12][CH:11]=1>C(Cl)Cl>[O:9]([CH2:16][C:17]([NH:19][C@@H:20]1[C:55](=[O:56])[N:22]2[C:23]([C:47]([O:49][CH2:50][C:51]([Cl:53])([Cl:52])[Cl:54])=[O:48])=[C:24]([CH:27]=[CH2:3])[CH2:25][S:26][C@H:21]12)=[O:18])[C:10]1[CH:15]=[CH:14][CH:13]=[CH:12][CH:11]=1 |f:1.2,3.4|. Reported procedure: 40%-Aqueous formaldehyde (24 ml.) and 3%-sodium hydrogen carbonate solution (80 ml.) were added to a solution of [7β-phenoxyacetamido-4-(2,2,2-trichloroethoxycarbonyl) ceph-3-em-3-ylmethyl]-triphenylphosphonium bromide (4.93 g, 6 mmole) in methylene chloride (40 ml.). The two-phase mixture was stirred vigorously for 2 hours and the organic phase was washed with water (100 ml.), dried (MgSO4), and evaporated to an orange foam. This foam was chromatographed on Kieselgel G (Merck; 150 g) with methy...